Dataset: the Open Reaction Database (ORD), a public repository of structured organic reaction records. Task: describe an organic reaction: reactants, conditions, products, and yield Reaction SMILES: [CH3:1][O:2][C:3]([C:5]1[C:13]2[NH:12][C:11]([C:14]3[C:15](=[O:21])[NH:16][CH:17]=[CH:18][C:19]=3Cl)=[N:10][C:9]=2[CH:8]=[CH:7][CH:6]=1)=[O:4].[NH2:22][CH2:23][C@H:24]([C:26]1[CH:31]=[CH:30][CH:29]=[CH:28][CH:27]=1)[OH:25].CN1CCOCC1.CN(C=O)C>O>[CH3:1][O:2][C:3]([C:5]1[C:13]2[NH:12][C:11]([C:14]3[C:15](=[O:21])[NH:16][CH:17]=[CH:18][C:19]=3[NH:22][CH2:23][C@@H:24]([OH:25])[C:26]3[CH:31]=[CH:30][CH:29]=[CH:28][CH:27]=3)=[N:10][C:9]=2[CH:8]=[CH:7][CH:6]=1)=[O:4]. The product is COC(=O)C1=CC=CC=2N=C(NC21)C=2C(NC=CC2NC[C@H](C2=CC=CC=C2)O)=O (2-[4-((S)-2-hydroxy-2-phenyl-ethylamino)-2-oxo-1,2-dihydro-pyridin-3-yl]-3H-benzoimidazole-4-carboxylic acid methyl ester). Isolated yield 71.7%. Procedure details: In a 40 mL vial, 2-(4-chloro-2-oxo-1,2-dihydro-pyridin-3-yl)-3H-benzoimidazole-4-carboxylic acid methyl ester (0.91 g, 3.00 mmol), (S)-2-amino-1-phenylethanol (822 mg, 5.99 mmol) and N-methylmorpholine (909 mg, 988 μL, 8.99 mmol) were combined with DMF (20 mL) to give a black suspension. The vial was sealed and heated in a dry block at 85° C. for 6.5 hr and allowed to cool to room temperature over the weekend. The reaction was diluted with water and the resulting precipitate was washed with wate... Starting materials: COC(=O)C1=CC=CC=2N=C(NC21)C=2C(NC=CC2Cl)=O (2-(4-chloro-2-oxo-1,2-dihydro-pyridin-3-yl)-3H-benzoimidazole-4-carboxylic acid methyl ester), CN(C)C=O (DMF), NC[C@@H](O)C1=CC=CC=C1 ((S)-2-amino-1-phenylethanol), CN1CCOCC1 (N-methylmorpholine). Solvent: O (water). Run at temperature 85 celsius.